Dataset: the Open Reaction Database (ORD), a public repository of structured organic reaction records. Task: describe an organic reaction: reactants, conditions, products, and yield Procedure: A solution of 1-(3-chloro-4-methoxy-phenyl)-cyclopropanecarboxylic acid (250 mg, 0.96 mmol, 1 eq.) in 1.25M HCl in EtOH (2.4 mL) was stirred at r.t. for 2 hours and further at 50° C. for 18 hours. The mixture was allowed to cool to r.t. and concentrated in vacuo. The residue was purified by flashmaster (column: 25 g, flow: 30 mL/min, 30 fractions of 30 mL, Heptane 100% to Heptane+20% AcOEt) to yield the title compound as a colorless oil. LC-MS 3: tR=0.91 min; [M+H]+=255.2 As a reaction SMILES: [Cl:1][C:2]1[CH:3]=[C:4]([C:10]2([C:13]([OH:15])=[O:14])[CH2:12][CH2:11]2)[CH:5]=[CH:6][C:7]=1[O:8][CH3:9].[CH3:16][CH2:17]O>Cl>[CH2:16]([O:14][C:13]([C:10]1([C:4]2[CH:5]=[CH:6][C:7]([O:8][CH3:9])=[C:2]([Cl:1])[CH:3]=2)[CH2:11][CH2:12]1)=[O:15])[CH3:17]. Solvent: Cl (HCl). Yields the product C(C)OC(=O)C1(CC1)C1=CC(=C(C=C1)OC)Cl (1-(3-chloro-4-methoxy-phenyl)-cyclopropanecarboxylic acid ethyl ester). Reactants: ClC=1C=C(C=CC1OC)C1(CC1)C(=O)O (1-(3-chloro-4-methoxy-phenyl)-cyclopropanecarboxylic acid), CCO (EtOH). The reactants are ClCCl, O=[Mn]=O, CCS(=O)(=O)N(Cc1cccnc1)c1cccc(C(O)c2ccccc2)c1. Yields the product CCS(=O)(=O)N(Cc1cccnc1)c1cccc(C(=O)c2ccccc2)c1. RXN SMILES: [Cl:28][CH2:29][Cl:30].[O:31]=[Mn:32]=[O:33].[OH:1][CH:2]([c:3]1[cH:4][cH:5][cH:6][cH:7][cH:8]1)[c:9]1[cH:10][c:11]([N:15]([S:16](=[O:17])(=[O:18])[CH2:19][CH3:20])[CH2:21][c:22]2[cH:23][n:24][cH:25][cH:26][cH:27]2)[cH:12][cH:13][cH:14]1>>[O:1]=[C:2]([c:3]1[cH:4][cH:5][cH:6][cH:7][cH:8]1)[c:9]1[cH:10][c:11]([N:15]([S:16](=[O:17])(=[O:18])[CH2:19][CH3:20])[CH2:21][c:22]2[cH:23][n:24][cH:25][cH:26][cH:27]2)[cH:12][cH:13][cH:14]1.